This data is from the Open Reaction Database (ORD), a public repository of structured organic reaction records. The task is: describe an organic reaction: reactants, conditions, products, and yield Starting materials: C1(CCCC(=O)O1)=O (glutaric anhydride), C(C)NC([C@H]1N(CCC1)C([C@@H](NC([C@@H](N)C)=O)C)=O)=O (alanyl-alanyl proline ethylamide). Solvent: CN(C=O)C (dimethylformamide). RXN SMILES: [C:1]1(=[O:8])[O:7][C:5](=[O:6])[CH2:4][CH2:3][CH2:2]1.[CH2:9]([NH:11][C:12](=[O:28])[C@@H:13]1[CH2:17][CH2:16][CH2:15][N:14]1[C:18](=[O:27])[C@H:19]([CH3:26])[NH:20][C:21](=[O:25])[C@H:22]([CH3:24])[NH2:23])[CH3:10]>CN(C)C=O>[CH2:9]([NH:11][C:12](=[O:28])[C@@H:13]1[CH2:17][CH2:16][CH2:15][N:14]1[C:18](=[O:27])[C@H:19]([CH3:26])[NH:20][C:21](=[O:25])[C@H:22]([CH3:24])[NH:23][C:5](=[O:6])[CH2:4][CH2:3][CH2:2][C:1]([OH:7])=[O:8])[CH3:10]. Conditions: temperature 60 celsius, time 48 hour. Procedure: 1.7 g of glutaric anhydride was added to a solution of 4.0 grams of alanyl-alanyl proline ethylamide in 25 ml of dimethylformamide and the reaction solution heated for 1 hour at 60 degrees C. Then, the solution was evaporated and the resultant non-crystalline evaporation residue dissolved in 30 ml of ethyl acetate. After 48 hours of standing at 3 degrees C., 3.6 g of separated product was filtered off with a melting point of 154 to 156 degrees C. ([α]D20 -137.3 degrees (c 0.3; 50% methyl alcohol... Product: C(C)NC([C@H]1N(CCC1)C([C@@H](NC([C@@H](NC(CCCC(=O)O)=O)C)=O)C)=O)=O (4-Carboxybutyrylalanyl-alanyl Proline Ethylamide). The reactants are C1(CC1)N1C=C(C(C2=C(C(=C(C(=C12)F)F)F)F)=O)C(=O)O (1-cyclopropyl-5,6,7,8-tetrafluoro-1,4-dihydro-4-oxo-3-quinolinecarboxylic acid), N12CCCCCC2=NCCC1 (1,8-diazabicyclo[5.4.0]undec-7-ene), C(C)NCC1CNCC1 (N-ethyl-3-pyrrolidinemethanamine). Run in C(C)#N (acetonitrile), C(C)#N (acetonitrile). Reaction conditions: temperature 60 celsius, time 18 hour. The product is C1(CC1)N1C=C(C(C2=C(C(=C(C(=C12)F)N1CC(CC1)CNCC)F)F)=O)C(=O)O (1-Cyclopropyl-7-[3-[(ethylamino)methyl]-1-pyrrolidinyl]-5,6,8-trifluoro-1,4-dihydro-4-oxo-3-quinolinecarboxylic acid). The yield is 83.3%. As a reaction SMILES: [CH:1]1([N:4]2[C:13]3[C:8](=[C:9]([F:17])[C:10]([F:16])=[C:11](F)[C:12]=3[F:14])[C:7](=[O:18])[C:6]([C:19]([OH:21])=[O:20])=[CH:5]2)[CH2:3][CH2:2]1.[N:22]12[CH2:32][CH2:31][CH2:30][N:29]=[C:28]1[CH2:27]CC[CH2:24][CH2:23]2.C(NCC1CCNC1)C>C(#N)C>[CH:1]1([N:4]2[C:13]3[C:8](=[C:9]([F:17])[C:10]([F:16])=[C:11]([N:29]4[CH2:28][CH2:27][CH:31]([CH2:32][NH:22][CH2:23][CH3:24])[CH2:30]4)[C:12]=3[F:14])[C:7](=[O:18])[C:6]([C:19]([OH:21])=[O:20])=[CH:5]2)[CH2:2][CH2:3]1. Procedure details: To 1.0 g (3.32 mmol) of 1-cyclopropyl-5,6,7,8-tetrafluoro-1,4-dihydro-4-oxo-3-quinolinecarboxylic acid in 9 ml of acetonitrile was added 0.5 g (one equivalent) of 1,8-diazabicyclo[5.4.0]undec-7-ene and 0.42 g of N-ethyl-3-pyrrolidinemethanamine in 3 ml additional acetonitrile. The mixture was heated at 60° C. for four hours and stirred at 25° C. for 18 hours. The mixture was filtered and the solids washed with diethyl ether to give 1.12 g of the title compound, mp 247°-248° C. Reactants: C(=O)(N1C=NC=C1)N1C=NC=C1 (carbonyldiimidazole), C(C)C1(C(N(C1=O)C(=O)NC(CCC)C1=CC=C(C=C1)C)OC1=CC=C(C(=O)O)C=C1)CC (4-((3,3-diethyl-1-((-1-(4-methylphenyl)butylamino)carbonyl)-4-oxo-2-azetidinyl)-oxy)benzoic acid), C1=CC=CC=C1 (benzene), CN(CCN)C (N,N-dimethylethylenediamine). The solvent is C(Cl)Cl (methylene chloride), C(Cl)Cl (methylene chloride). Reaction conditions: time 8 hour. The product is CN(CCNC(=O)C1=CC=C(OC2N(C(C2(CC)CC)=O)C(=O)NC(CCC)C2=CC=C(C=C2)C)C=C1)C (2-[4-[[[2-(dimethylamino)-ethyl]amino]carbonyl]phenoxy]-3,3-diethyl-N-[1-(4-methylphenyl)butyl]-4-oxo-1-azetidinecarboxamide). As a reaction SMILES: [C:1](N1C=CN=C1)([N:3]1[CH:7]=[CH:6][N:5]=[CH:4]1)=O.[CH2:13]([C:15]1([CH2:44][CH3:45])[C:18](=[O:19])[N:17]([C:20]([NH:22][CH:23]([C:27]2[CH:32]=[CH:31][C:30]([CH3:33])=[CH:29][CH:28]=2)[CH2:24][CH2:25][CH3:26])=[O:21])[CH:16]1[O:34][C:35]1[CH:43]=[CH:42][C:38]([C:39]([OH:41])=O)=[CH:37][CH:36]=1)[CH3:14].CN(C)CCN.C1C=CC=CC=1>C(Cl)Cl>[CH3:1][N:3]([CH3:4])[CH2:7][CH2:6][NH:5][C:39]([C:38]1[CH:42]=[CH:43][C:35]([O:34][CH:16]2[C:15]([CH2:44][CH3:45])([CH2:13][CH3:14])[C:18](=[O:19])[N:17]2[C:20]([NH:22][CH:23]([C:27]2[CH:32]=[CH:31][C:30]([CH3:33])=[CH:29][CH:28]=2)[CH2:24][CH2:25][CH3:26])=[O:21])=[CH:36][CH:37]=1)=[O:41]. Procedure details: To a solution of 0.104 g carbonyldiimidazole in 2 ml methylene chloride is added a solution of 0.227 g of [S-(R*,S*)]-4-((3,3-diethyl-1-((-1-(4-methylphenyl)butylamino)carbonyl)-4-oxo-2-azetidinyl)-oxy)benzoic acid in 3 ml methylene chloride. The mixture is stirred at ambient temperature for 30 minutes at which time 0.100 g of N,N-dimethylethylenediamine is added. After stirring overnight at room temperature the reaction mixture is poured into benzene (50 ml) and washed with water. The organic l... Starting materials: CCC(Br)c1nc2snc(C)c2c(=O)n1Cc1ccccc1, CO, N. Product: CCC(N)c1nc2snc(C)c2c(=O)n1Cc1ccccc1. As a reaction SMILES: [CH2:1]([c:2]1[cH:3][cH:4][cH:5][cH:6][cH:7]1)[n:8]1[c:9]([CH:19]([CH2:20][CH3:21])[Br:22])[n:10][c:11]2[c:12]([c:13]1=[O:14])[c:15]([CH3:18])[n:16][s:17]2.[CH3:24][OH:25].[NH3:23]>>[CH2:1]([c:2]1[cH:3][cH:4][cH:5][cH:6][cH:7]1)[n:8]1[c:9]([CH:19]([CH2:20][CH3:21])[NH2:23])[n:10][c:11]2[c:12]([c:13]1=[O:14])[c:15]([CH3:18])[n:16][s:17]2. The reactants are C(C)[O+](CC)CC (Triethyloxonium), C1(=CC=CC=C1)C1(CCC([C@H]2CN(C[C@@H]12)C(CC1=C(C=CC=C1)OC)=O)=O)C1=CC=CC=C1 ((3aR,7aR)-7,7-diphenyl-2-[(2-methoxyphenyl)acetyl]-4-perhydroisoindolone), N (ammonia), aqueous solution, C([O-])([O-])=O.[K+].[K+] (potassium carbonate). Solvent: ClCCl (dichloromethane). Conditions: temperature -15 celsius, time 20 hour. Product: N=C(CC1=C(C=CC=C1)OC)N1C[C@H]2C(CCC([C@H]2C1)=O)(C1=CC=CC=C1)C1=CC=CC=C1 ((3aR,7aR)-2-[1-imino-2-(2-methoxyphenyl)ethyl]-7,7-diphenyl-4-perhydroisoindolone). Reaction SMILES: C([O+](CC)CC)C.[C:8]1([C:14]2([C:35]3[CH:40]=[CH:39][CH:38]=[CH:37][CH:36]=3)[C@H:22]3[C@H:18]([CH2:19][N:20]([C:23](=O)[CH2:24][C:25]4[CH:30]=[CH:29][CH:28]=[CH:27][C:26]=4[O:31][CH3:32])[CH2:21]3)[C:17](=[O:34])[CH2:16][CH2:15]2)[CH:13]=[CH:12][CH:11]=[CH:10][CH:9]=1.[NH3:41].C(=O)([O-])[O-].[K+].[K+]>ClCCl>[NH:41]=[C:23]([N:20]1[CH2:19][C@H:18]2[C@H:22]([C:14]([C:8]3[CH:13]=[CH:12][CH:11]=[CH:10][CH:9]=3)([C:35]3[CH:36]=[CH:37][CH:38]=[CH:39][CH:40]=3)[CH2:15][CH2:16][C:17]2=[O:34])[CH2:21]1)[CH2:24][C:25]1[CH:30]=[CH:29][CH:28]=[CH:27][C:26]=1[O:31][CH3:32] |f:3.4.5|. Reported procedure: Triethyloxonium tetrafluoborate (4 g) is added to a solution of (3aR,7aR)-7,7-diphenyl-2-[(2-methoxyphenyl)acetyl]-4-perhydroisoindolone (7.7 g) in anhydrous dichloromethane (13 cc). Stirring of the reaction mixture is continued for 20 hours at ambient temperature; the mixture is then cooled to -15° C. and a 5.4N ethanolic ammonia solution (2.6 cc) is then added. The temperature of the reaction mixture is allowed to rise to ambient temperature and stirring is continued for 5 hours and a half. Th... The reactants are C1(=CC=CC=C1)CC(=O)NC1C(N(C1)C(C1=CC=C(C=C1)O)C(=O)OCC1=CC=CC=C1)=O (3-phenylacetamido-1-(α-carbobenzoxy-p-hydroxybenzyl) azetidin-2-one), C(Cl)Cl (methylene chloride), [Cl-].[Al+3].[Cl-].[Cl-] (aluminum chloride), C1(=CC=CC=C1)OC (anisole). Solvent: C(C)(=O)OCC (ethyl acetate). Run at time 8 hour. The product is C1(=CC=CC=C1)CC(=O)NC1C(N(C1)C(C1=CC=C(C=C1)O)C(=O)O)=O (3-phenylacetamido-1-(α-carboxy-p-hydroxybenzyl)azetidin-2-one). Isolated yield 75.3%. As a reaction SMILES: [C:1]1([CH2:7][C:8]([NH:10][CH:11]2[CH2:14][N:13]([CH:15]([C:23]([O:25]CC3C=CC=CC=3)=[O:24])[C:16]3[CH:21]=[CH:20][C:19]([OH:22])=[CH:18][CH:17]=3)[C:12]2=[O:33])=[O:9])[CH:6]=[CH:5][CH:4]=[CH:3][CH:2]=1.C(Cl)Cl.[Cl-].[Al+3].[Cl-].[Cl-].C1(OC)C=CC=CC=1>C(OCC)(=O)C>[C:1]1([CH2:7][C:8]([NH:10][CH:11]2[CH2:14][N:13]([CH:15]([C:23]([OH:25])=[O:24])[C:16]3[CH:17]=[CH:18][C:19]([OH:22])=[CH:20][CH:21]=3)[C:12]2=[O:33])=[O:9])[CH:6]=[CH:5][CH:4]=[CH:3][CH:2]=1 |f:2.3.4.5|. Procedure details: A mixture of 3-phenylacetamido-1-(α-carbobenzoxy-p-hydroxybenzyl) azetidin-2-one (15 mg), methylene chloride (0.5 ml), aluminum chloride (12 mg) and anisole (0.2 ml) is kept at -20° C. for 8 hours. The reaction mixture is diluted with ethyl acetate, washed with dilute hydrochloric acid and water, dried, and concentrated in vacuo. Crystallizing the residue from a mixture of ethyl acetate and ether gives 3-phenylacetamido-1-(α-carboxy-p-hydroxybenzyl)azetidin-2-one (9 mg) melting at 134°-141° C. Y...